Dataset: the Open Reaction Database (ORD), a public repository of structured organic reaction records. Task: describe an organic reaction: reactants, conditions, products, and yield Starting materials: CCC(=O)C(C)Cc1ccc([N+](=O)[O-])c(OCc2ccccc2)c1, CCOC(C)=O. The product is CCC(=O)C(C)Cc1ccc(N)c(OCc2ccccc2)c1. As a reaction SMILES: [CH2:1]([c:2]1[cH:3][cH:4][cH:5][cH:6][cH:7]1)[O:8][c:9]1[cH:10][c:11]([CH2:18][CH:19]([C:20]([CH2:21][CH3:22])=[O:23])[CH3:24])[cH:12][cH:13][c:14]1[N+:15]([O-:16])=[O:17].[CH3:25][CH2:26][O:27][C:28]([CH3:29])=[O:30]>>[CH2:1]([c:2]1[cH:3][cH:4][cH:5][cH:6][cH:7]1)[O:8][c:9]1[cH:10][c:11]([CH2:18][CH:19]([C:20]([CH2:21][CH3:22])=[O:23])[CH3:24])[cH:12][cH:13][c:14]1[NH2:15]. Starting materials: CCO (EtOH), C1(=CC=CC=C1)OC (anisole), C(=O)(C(F)(F)F)O (TFA), CCO (EtOH), C(C)(C)(C)NS(=O)(=O)C1=CC(=C(C=C1)NC(=O)C=1N(C=C(N1)C#N)COCC[Si](C)(C)C)C1=CCC(CC1)(C)C (4-cyano-1-(2-trimethylsilanyl-ethoxymethyl)-1H-imidazole-2-carboxylic acid [4-tert-butylsulfamoyl-2-(4,4-dimethyl-cyclohex-1-enyl)-phenyl]-amide). The solvent is C(Cl)Cl (CH2Cl2). Product: CC1(CC=C(CC1)C1=C(C=CC(=C1)S(N)(=O)=O)NC(=O)C=1NC=C(N1)C#N)C (4-Cyano-1H-imidazole-2-carboxylic acid [(4,4-dimethyl-cyclohex-1-enyl)-4-sulfamoyl-phenyl]-amide). Isolated yield 40.6%. As a reaction SMILES: C([NH:5][S:6]([C:9]1[CH:14]=[CH:13][C:12]([NH:15][C:16]([C:18]2[N:19](COCC[Si](C)(C)C)[CH:20]=[C:21]([C:23]#[N:24])[N:22]=2)=[O:17])=[C:11]([C:33]2[CH2:38][CH2:37][C:36]([CH3:40])([CH3:39])[CH2:35][CH:34]=2)[CH:10]=1)(=[O:8])=[O:7])(C)(C)C.CCO.C1(OC)C=CC=CC=1.C(O)(C(F)(F)F)=O>C(Cl)Cl>[CH3:39][C:36]1([CH3:40])[CH2:37][CH2:38][C:33]([C:11]2[CH:10]=[C:9]([S:6](=[O:7])(=[O:8])[NH2:5])[CH:14]=[CH:13][C:12]=2[NH:15][C:16]([C:18]2[NH:19][CH:20]=[C:21]([C:23]#[N:24])[N:22]=2)=[O:17])=[CH:34][CH2:35]1. Procedure: A solution of 100 mg (0.171 mmol) of 4-cyano-1-(2-trimethylsilanyl-ethoxymethyl)-1H-imidazole-2-carboxylic acid [4-tert-butylsulfamoyl-2-(4,4-dimethyl-cyclohex-1-enyl)-phenyl]-amide (as prepared in the previous step) in CH2Cl2 (10 mL) was treated with 62.0 μL EtOH, 67.0 μL (0.616 mmol) of anisole, and TFA (750 μL) at RT for 18 h. EtOH (3 mL) was added, the mixture was concentrated, the residue was subjected again to the conditions above except that 900 μL of TFA was used, and then was subjected ...